Dataset: the Open Reaction Database (ORD), a public repository of structured organic reaction records. Task: describe an organic reaction: reactants, conditions, products, and yield Run in COCCOC (1,2-dimethoxyethane), P(=O)([O-])([O-])[O-].[K+].[K+].[K+] (potassium phosphate), [N-]=[N+]=[N-].[K+] (potassium azide). RXN SMILES: [I:1][C:2]1[N:10]=[CH:9][N:8]=[C:7]2[C:3]=1[NH:4][CH:5]=[N:6]2.C1C(=O)NC(=O)N([C@@H:19]2[O:23][C@H:22]([CH2:24][OH:25])[C@@H:21]([OH:26])[C@@H:20]2[OH:27])C=1.[C@@H]1(N2C=CC(=O)NC2=O)O[C@H](CO)[C@@H](O)[C@H]1O>COCCOC.P([O-])([O-])([O-])=O.[K+].[K+].[K+].[N-]=[N+]=[N-].[K+]>[C@@H:19]1([N:6]2[CH:5]=[N:4][C:3]3[C:7]2=[N:8][CH:9]=[N:10][C:2]=3[I:1])[O:23][C@H:22]([CH2:24][OH:25])[C@@H:21]([OH:26])[C@@H:20]1[OH:27] |f:4.5.6.7,8.9|. Yields the product [C@@H]1([C@@H](O)[C@H](O)[C@H](O1)CO)N1C2=NC=NC(=C2N=C1)I (9-β-D-arabinofuranosyl-6-iodo-9H-purine). The reactants are [C@@H]1([C@H](O)[C@H](O)[C@@H](CO)O1)N1C(=O)NC(=O)C=C1 (uridine), purine nucleoside, IC1=C2NC=NC2=NC=N1 (6-Iodopurine), [C@@H]1([C@H](O)[C@H](O)[C@@H](CO)O1)N1C(=O)NC(=O)C=C1 (uridine), purine nucleoside, C1=CN(C(=O)NC1=O)[C@H]2[C@H]([C@@H]([C@H](O2)CO)O)O (uracil arabinoside). Procedure details: 6-Iodopurine (Sigma Chemical Co. St. Louis, Mo.) (4 mmoles, 1 g) was dissolved in 15 ml of 1,2-dimethoxyethane with heating. Fifty milliliters of a uracil arabinoside solution (10.1 mmoles) in 10 mM potassium phosphate, 0.04% potassium azide solution, pH of 7.4, were added. Purified uridine phosphorylase (6800 I.U.) and purine nucleoside phosphorylase (12000 I.U.) were added and the reaction stirred at 35° C. After 21 days an additional 4800 units of uridine phosphorylase and 20000 units of puri... Reaction conditions: temperature 35 celsius. Isolated yield 16.7%. Starting materials: [Mg] (magnesium), C(CCCC)C1C=CC(CC1)=O (4-pentylcyclohexenone), Grignard reagent, C(CC)C1=CC=C(C=C1)Br (4-propylbromobenzene), Grignard reagent, Cl (hydrochloric acid). Solvent: C(C)OCC (diethyl ether). The product is C(CC)C1=CC=C(C=C1)C1(CC=C(CC1)CCCCC)O (4-(4-propylphenyl)-4-hydroxy-1-pentylcyclohexene). As a reaction SMILES: [CH2:1]([C:4]1[CH:9]=[CH:8][C:7](Br)=[CH:6][CH:5]=1)[CH2:2][CH3:3].[Mg].[CH2:12]([CH:17]1[CH2:22][CH2:21][C:20](=[O:23])[CH:19]=[CH:18]1)[CH2:13][CH2:14][CH2:15][CH3:16].Cl>C(OCC)C>[CH2:1]([C:4]1[CH:9]=[CH:8][C:7]([C:20]2([OH:23])[CH2:21][CH2:22][C:17]([CH2:12][CH2:13][CH2:14][CH2:15][CH3:16])=[CH:18][CH2:19]2)=[CH:6][CH:5]=1)[CH2:2][CH3:3]. Procedure details: A solution of 7.1 g of 4-propylbromobenzene in 25 ml of anhydrous diethyl ether was added dropwise under stirring at 15°-20° C. to 1 g of magnesium metal powder, followed by reaction at room temperature for 1 hour so that a Grignard reagent was formed. After 5 g of 4-pentylcyclohexenone were added under stirring at -10° to 0° C. to the thus-formed Grignard reagent, they were reacted at room temperature for additional 1 hour. After the completion of the reaction, diluted hydrochloric acid was add... Starting materials: COC(=O)c1ccc(Br)c(C)c1, O=C([O-])[O-], Cc1ccccc1, OB(O)c1ccccc1C(F)(F)F, [K+], [K+], O, c1ccc(P(c2ccccc2)(c2ccccc2)[Pd](P(c2ccccc2)(c2ccccc2)c2ccccc2)(P(c2ccccc2)(c2ccccc2)c2ccccc2)P(c2ccccc2)(c2ccccc2)c2ccccc2)cc1. Product: COC(=O)c1ccc(-c2ccccc2C(F)(F)F)c(C)c1. As a reaction SMILES: [Br:1][c:2]1[c:3]([CH3:12])[cH:4][c:5]([C:6](=[O:7])[O:8][CH3:9])[cH:10][cH:11]1.[C:26](=[O:27])([O-:28])[O-:29].[CH3:32][c:33]1[cH:34][cH:35][cH:36][cH:37][cH:38]1.[F:13][C:14]([c:15]1[c:16]([B:21]([OH:22])[OH:23])[cH:17][cH:18][cH:19][cH:20]1)([F:24])[F:25].[K+:30].[K+:31].[OH2:39].[cH:40]1[cH:41][cH:42][c:43]([P:44]([Pd:45]([P:46]([c:47]2[cH:48][cH:49][cH:50][cH:51][cH:52]2)([c:53]2[cH:54][cH:55][cH:56][cH:57][cH:58]2)[c:59]2[cH:60][cH:61][cH:62][cH:63][cH:64]2)([P:65]([c:66]2[cH:67][cH:68][cH:69][cH:70][cH:71]2)([c:72]2[cH:73][cH:74][cH:75][cH:76][cH:77]2)[c:78]2[cH:79][cH:80][cH:81][cH:82][cH:83]2)[P:84]([c:85]2[cH:86][cH:87][cH:88][cH:89][cH:90]2)([c:91]2[cH:92][cH:93][cH:94][cH:95][cH:96]2)[c:97]2[cH:98][cH:99][cH:100][cH:101][cH:102]2)([c:103]2[cH:104][cH:105][cH:106][cH:107][cH:108]2)[c:109]2[cH:110][cH:111][cH:112][cH:113][cH:114]2)[cH:115][cH:116]1>>[c:2]1(-[c:16]2[c:15]([C:14]([F:13])([F:24])[F:25])[cH:20][cH:19][cH:18][cH:17]2)[c:3]([CH3:12])[cH:4][c:5]([C:6](=[O:7])[O:8][CH3:9])[cH:10][cH:11]1. The reactants are CCOP(=O)(CC#N)OCC, CC1(S(=O)(=O)N2CC(=O)C2)CC1, [Cl-], [H-], [Na+], [Na+], C1CCOC1, O. Yields the product CC1(S(=O)(=O)N2CC(=CC#N)C2)CC1. Reaction SMILES: [C:3](#[N:4])[CH2:5][P:6](=[O:7])([O:8][CH2:9][CH3:10])[O:11][CH2:12][CH3:13].[CH3:14][C:15]1([S:18](=[O:19])(=[O:20])[N:21]2[CH2:22][C:23](=[O:25])[CH2:24]2)[CH2:16][CH2:17]1.[Cl-:26].[H-:1].[Na+:27].[Na+:2].[O:28]1[CH2:29][CH2:30][CH2:31][CH2:32]1.[OH2:33]>>[C:3](#[N:4])[CH:5]=[C:23]1[CH2:22][N:21]([S:18]([C:15]2([CH3:14])[CH2:16][CH2:17]2)(=[O:19])=[O:20])[CH2:24]1. Reactants: BrCc1ccccc1, Cc1nc2c(C)cc(Br)cc2c(O)c1C, CN(C)C=O, [H-], [Na+], O. Product: Cc1nc2c(C)cc(Br)cc2c(OCc2ccccc2)c1C. As a reaction SMILES: [Br:18][CH2:19][c:20]1[cH:21][cH:22][cH:23][cH:24][cH:25]1.[Br:1][c:2]1[cH:3][c:4]2[c:5]([OH:15])[c:6]([CH3:14])[c:7]([CH3:13])[n:8][c:9]2[c:10]([CH3:12])[cH:11]1.[CH3:27][N:28]([CH3:29])[CH:30]=[O:31].[H-:16].[Na+:17].[OH2:26]>>[Br:1][c:2]1[cH:3][c:4]2[c:5]([O:15][CH2:19][c:20]3[cH:21][cH:22][cH:23][cH:24][cH:25]3)[c:6]([CH3:14])[c:7]([CH3:13])[n:8][c:9]2[c:10]([CH3:12])[cH:11]1.